From a dataset of the Open Reaction Database (ORD), a public repository of structured organic reaction records. describe an organic reaction: reactants, conditions, products, and yield Yield: 85.0%. RXN SMILES: [CH2:1]([N:4]1[C:9](=[O:10])[CH:8]=[C:7]2[S:11][CH2:12][CH2:13][N:6]2[C:5]1=[O:14])[CH2:2][CH3:3].S(=O)(=O)(O)O.[N+:20]([O-])([OH:22])=[O:21]>>[N+:20]([C:8]1[C:9](=[O:10])[N:4]([CH2:1][CH2:2][CH3:3])[C:5](=[O:14])[N:6]2[CH2:13][CH2:12][S:11][C:7]=12)([O-:22])=[O:21]. Product: [N+](=O)([O-])C1=C2N(C(N(C1=O)CCC)=O)CCS2 (8-Nitro-6-propyl-2,3-dihydro-5H-thiazolo[3,2-c]pyrimidine-5,7(6H)-dione). The reactants are C(CC)N1C(N2C(=CC1=O)SCC2)=O (6-Propyl-2,3-dihydro-5H-thiazolo[3,2-c]pyrimidine-5,7-(6H)-dione), S(O)(O)(=O)=O (sulfuric acid), [N+](=O)(O)[O-] (nitric acid). Reported procedure: 6-Propyl-2,3-dihydro-5H-thiazolo[3,2-c]pyrimidine-5,7-(6H)-dione (2.12 g) was added to concentrated sulfuric acid (5.2 ml) little by little under ice cooling, and then, fuming nitric acid (1.8 ml) was added dropwise thereto with stirring. The mixture was stirred under ice cooling for 1 hour. The reaction temperature was kept under 5° C. for this period. The reaction solution was poured on ice water, and the resulting crystals were collected by filtration and recrystallization from ethanol-ethyl ... Starting materials: [BH4-], COC(=O)Cc1ccc2c(c1)C(Br)c1ccccc1CO2, COCCOCCOC, [Na+], O. Yields the product COC(=O)Cc1ccc2c(c1)Cc1ccccc1CO2. RXN SMILES: [BH4-:1].[Br:12][CH:13]1[c:14]2[c:15]([cH:24][cH:25][c:26]([CH2:28][C:29](=[O:30])[O:31][CH3:32])[cH:27]2)[O:16][CH2:17][c:18]2[c:19]1[cH:20][cH:21][cH:22][cH:23]2.[CH3:3][O:4][CH2:5][CH2:6][O:7][CH2:8][CH2:9][O:10][CH3:11].[Na+:2].[OH2:33]>>[CH2:13]1[c:14]2[c:15]([cH:24][cH:25][c:26]([CH2:28][C:29](=[O:30])[O:31][CH3:32])[cH:27]2)[O:16][CH2:17][c:18]2[c:19]1[cH:20][cH:21][cH:22][cH:23]2.